This data is from the Open Reaction Database (ORD), a public repository of structured organic reaction records. The task is: describe an organic reaction: reactants, conditions, products, and yield The reactants are CCCCC(O)c1cccc(Br)n1, ClC(Cl)Cl. The product is CCCCC(=O)c1cccc(Br)n1. As a reaction SMILES: [Br:1][c:2]1[cH:3][cH:4][cH:5][c:6]([CH:8]([CH2:9][CH2:10][CH2:11][CH3:12])[OH:13])[n:7]1.[CH:14]([Cl:15])([Cl:16])[Cl:17]>>[Br:1][c:2]1[cH:3][cH:4][cH:5][c:6]([C:8]([CH2:9][CH2:10][CH2:11][CH3:12])=[O:13])[n:7]1. Starting materials: ClC1=CC=C(C(=N1)C#N)[N+](=O)[O-] (6-chloro-2-cyano-3-nitropyridine), [F-].[K+] (KF), O (water). Run in CC#N (MeCN). Reaction conditions: time 18 hour. Yields the product C(#N)C1=NC(=CC=C1[N+](=O)[O-])F (2-cyano-6-fluoro-3-nitropyridine). As a reaction SMILES: Cl[C:2]1[N:7]=[C:6]([C:8]#[N:9])[C:5]([N+:10]([O-:12])=[O:11])=[CH:4][CH:3]=1.[F-:13].[K+].O>CC#N>[C:8]([C:6]1[C:5]([N+:10]([O-:12])=[O:11])=[CH:4][CH:3]=[C:2]([F:13])[N:7]=1)#[N:9] |f:1.2|. Reported procedure: A mixture of 6-chloro-2-cyano-3-nitropyridine [Colbry, N. L.; Elslager, E. F. ; Werbel, L. M.; J. Het. Chem., 1984, 21, 1521-1525] (10.0 g, 0.054 mol) and KF (9.48 g, 0.163 mol) in MeCN (200 mL) is heated under reflux with stirring for 18 h, then poured into water and extracted with EtOAc. The extract is washed with water and worked up, and the residue is chromatographed on silica gel, eluting with EtOAc/petroleum ether (3:7), to give after removal of the solvent under reduced pressure 2-cyano-6... Reactants: [Br-].BrC=1C=C(C=CC1)C(C)[P+](C1=CC=CC=C1)(C1=CC=CC=C1)C1=CC=CC=C1 ((1-(3-bromophenyl)ethyl)triphenylphosphonium bromide), CC(C)([O-])C.[K+] (potassium t-butoxide), C1(OC(C=2CCCCC12)=O)=O (4,5,6,7-tetrahydroisobenzofuran-1,3-dione). Run in O1CCCC1 (tetrahydrofuran), O1CCCC1 (tetrahydrofuran). Run at temperature 0 celsius, time 4 hour. The product is BrC=1C=C(C=CC1)C(C)=C1OC(C=2CCCCC12)=O (3-(1-(3-bromophenyl)ethylidene)-4,5,6,7-tetrahydroisobenzofuran-1(3H)-one). As a reaction SMILES: [Br-].[Br:2][C:3]1[CH:4]=[C:5]([CH:9]([P+](C2C=CC=CC=2)(C2C=CC=CC=2)C2C=CC=CC=2)[CH3:10])[CH:6]=[CH:7][CH:8]=1.CC(C)([O-])C.[K+].[C:36]1(=[O:46])[C:44]2[CH2:43][CH2:42][CH2:41][CH2:40][C:39]=2[C:38](=O)[O:37]1>O1CCCC1>[Br:2][C:3]1[CH:4]=[C:5]([C:9](=[C:38]2[C:39]3[CH2:40][CH2:41][CH2:42][CH2:43][C:44]=3[C:36](=[O:46])[O:37]2)[CH3:10])[CH:6]=[CH:7][CH:8]=1 |f:0.1,2.3|. Procedure: A suspension of EXAMPLE 285B (1.88 g, 3.4 mmol) in tetrahydrofuran (100 ml) was treated with potassium t-butoxide (1N solution in tetrahydrofuran, 3.4 ml, 3.4 mmol) at −78° C. for 1 hour, and was allowed to warm up to 0° C. over 30 minutes. A solution of 4,5,6,7-tetrahydroisobenzofuran-1,3-dione (0.54 g, 3.4 mmol) in tetrahydrofuran (10 ml) was then added. The reaction mixture was warmed up to room temperature, and stirred at room temperature for additional 4 hours. After quenching with water, t... The reactants are FC1=CC=C(C=C1)C=1C=NC(=NC1)N1CCN(CC1)S(=O)(=O)C[C@@H](C(=O)O)C(C)C (2-(R)-{4-[5-(4-fluorophenyl)pyrimidin-2-yl]piperazine-1-sulfonylmethyl}-3-methylbutyric acid), C(C1=CC=CC=C1)[C@H]1N(C(OC1)=O)C([C@@H](C(C)C)CS(=O)(=O)N1CCN(CC1)C1=NC=C(C=N1)C1=CC(=C(C=C1)Cl)Cl)=O (4-(R)-benzyl-3-(2-(R)-{4-[5-(3,4-dichlorophenyl)pyrimidin-2-yl]piperazine-1-sulfonylmethyl}-3-methylbutyryl)oxazolidin-2-one). The product is ClC=1C=C(C=CC1Cl)C=1C=NC(=NC1)N1CCN(CC1)S(=O)(=O)C[C@@H](C(=O)O)C(C)C (2-(R)-{4-[5-(3,4-Dichlorophenyl)pyrimidin-2-yl]piperazine-1-sulfonylmethyl}-3-methylbutyric acid). The yield is 73.0%. As a reaction SMILES: FC1C=CC(C2C=NC(N3CCN(S(C[C@H](C(C)C)C(O)=O)(=O)=[O:21])CC3)=NC=2)=CC=1.C([C@@H]1COC(=O)N1[C:44](=[O:73])[C@H:45]([CH2:49][S:50]([N:53]1[CH2:58][CH2:57][N:56]([C:59]2[N:64]=[CH:63][C:62]([C:65]3[CH:70]=[CH:69][C:68]([Cl:71])=[C:67]([Cl:72])[CH:66]=3)=[CH:61][N:60]=2)[CH2:55][CH2:54]1)(=[O:52])=[O:51])[CH:46]([CH3:48])[CH3:47])C1C=CC=CC=1>>[Cl:72][C:67]1[CH:66]=[C:65]([C:62]2[CH:63]=[N:64][C:59]([N:56]3[CH2:57][CH2:58][N:53]([S:50]([CH2:49][C@H:45]([CH:46]([CH3:48])[CH3:47])[C:44]([OH:73])=[O:21])(=[O:52])=[O:51])[CH2:54][CH2:55]3)=[N:60][CH:61]=2)[CH:70]=[CH:69][C:68]=1[Cl:71]. Procedure details: Prepared according to the method for the preparation of 2-(R)-{4-[5-(4-fluorophenyl)pyrimidin-2-yl]piperazine-1-sulfonylmethyl}-3-methylbutyric acid, from 4-(R)-benzyl-3-(2-(R)-{4-[5-(3,4-dichlorophenyl)pyrimidin-2-yl]piperazine-1-sulfonylmethyl}-3-methylbutyryl)oxazolidin-2-one(0.51 g), to give the title compound as a pale yellow solid (0.27 g, 73%). Starting materials: Cc1cn(S(C)(=O)=O)c2cc([N+](=O)[O-])ccc12, CCO, [H][H], O=[Pt]. Yields the product Cc1cn(S(C)(=O)=O)c2cc(N)ccc12. As a reaction SMILES: [CH3:1][S:2](=[O:3])(=[O:4])[n:5]1[cH:6][c:7]([CH3:17])[c:8]2[cH:9][cH:10][c:11]([N+:14]([O-:15])=[O:16])[cH:12][c:13]12.[CH3:20][CH2:21][OH:22].[H:18][H:19].[Pt:23]=[O:24]>>[CH3:1][S:2](=[O:3])(=[O:4])[n:5]1[cH:6][c:7]([CH3:17])[c:8]2[cH:9][cH:10][c:11]([NH2:14])[cH:12][c:13]12. Reactants: COC(=O)CC(=O)OC, C[O-], O=C(O)c1ccc([N+](=O)[O-])cc1Cl, [Cu]Br, [Na+], O. Product: COC(=O)C(C(=O)OC)c1cc([N+](=O)[O-])ccc1C(=O)O. Reaction SMILES: [C:18]([CH2:19][C:20](=[O:21])[O:22][CH3:23])(=[O:24])[O:25][CH3:26].[CH3:14][O-:15].[Cl:1][c:2]1[c:3]([C:4](=[O:5])[OH:6])[cH:7][cH:8][c:9]([N+:11](=[O:12])[O-:13])[cH:10]1.[Cu:27][Br:28].[Na+:16].[OH2:17]>>[c:2]1([CH:19]([C:18](=[O:24])[O:25][CH3:26])[C:20](=[O:21])[O:22][CH3:23])[c:3]([C:4](=[O:5])[OH:6])[cH:7][cH:8][c:9]([N+:11](=[O:12])[O-:13])[cH:10]1.